This data is from the Open Reaction Database (ORD), a public repository of structured organic reaction records. The task is: describe an organic reaction: reactants, conditions, products, and yield The reactants are N1=CC(=CC=C1)CCCN1C(C2=CC=CC=C2C1=O)=O (2-[3-(3-pyridyl)propyl]-1H-isoindole-1,3(2H)-dione), O.NN (hydrazine hydrate). Yield: 82.5%. Procedure details: A mixture of 11.3 g of 2-[3-(3-pyridyl)propyl]-1H-isoindole-1,3(2H)-dione and 10.1 g of hydrazine hydrate was refluxed in 200 ml of ethanol for 6 hours, allowed to cool, and was filtered. The filtrate was concentrated and the residue distilled to give 4.77 g (70%) of 3-pyridinepropanamine, bp 84°-86° C./0.35 mm. As a reaction SMILES: [N:1]1[CH:6]=[CH:5][CH:4]=[C:3]([CH2:7][CH2:8][CH2:9][N:10]2C(=O)C3C(=CC=CC=3)C2=O)[CH:2]=1.O.NN>C(O)C>[N:1]1[CH:6]=[CH:5][CH:4]=[C:3]([CH2:7][CH2:8][CH2:9][NH2:10])[CH:2]=1 |f:1.2|. The product is N1=CC(=CC=C1)CCCN (3-pyridinepropanamine). Run in C(C)O (ethanol). Reactants: C([O-])([O-])=O.[K+].[K+] (Potassium carbonate), [I-].C(C)[N+]1(CCC(CC1)=O)C (1-ethyl-1-methyl-4-oxo-piperidinium iodide), N[C@H]1CCC2=CC=CC=C12 ((S)-1-Aminoindane). The solvent is O (water), C(C)O (ethanol), O (Water). Product: [C@@H]1(CCC2=CC=CC=C12)N1CCC(CC1)=O ((S)-1-Indan-1-yl-piperidine-4-one). RXN SMILES: [NH2:1][C@@H:2]1[C:10]2[C:5](=[CH:6][CH:7]=[CH:8][CH:9]=2)[CH2:4][CH2:3]1.C(=O)([O-])[O-].[K+].[K+].[I-].C([N+]1(C)[CH2:25][CH2:24][C:23](=[O:26])[CH2:22][CH2:21]1)C>C(O)C.O>[C@@H:2]1([N:1]2[CH2:25][CH2:24][C:23](=[O:26])[CH2:22][CH2:21]2)[C:10]2[C:5](=[CH:6][CH:7]=[CH:8][CH:9]=2)[CH2:4][CH2:3]1 |f:1.2.3,4.5|. Reported procedure: (S)-1-Aminoindane (37 mmol) was dissolved in ethanol (65 ml). Potassium carbonate (3.7 mmol) and 1-ethyl-1-methyl-4-oxo-piperidinium iodide (56 mmol) dissolved in water (30 ml) were added and the mixture was refluxed for 30 mil. Water was added, ethanol was removed in vacuo and the residue was extracted with ethyl acetate. Organic phases were pooled, dried with sodium sulfate and concentrated. Chromatography on silica gel (ethyl acetate) yielded the desired product as an oil. 7.1 g (90%) of (S)-...